This data is from the Open Reaction Database (ORD), a public repository of structured organic reaction records. The task is: describe an organic reaction: reactants, conditions, products, and yield Starting materials: C1CCOC1, CCO, C=CC(c1cccc(Cl)c1)C(NC(C)=O)c1ccc(Cl)cc1, O=C(Cl)C(=O)Cl, Cl, CC(O)CO, c1ccncc1. Product: C=CC(c1cccc(Cl)c1)C(N)c1ccc(Cl)cc1. Reaction SMILES: [CH2:41]1[O:42][CH2:43][CH2:44][CH2:45]1.[CH3:46][CH2:47][OH:48].[Cl:1][c:2]1[cH:3][c:4]([CH:8]([CH:9]([c:10]2[cH:11][cH:12][c:13]([Cl:16])[cH:14][cH:15]2)[NH:17][C:18](=[O:19])[CH3:20])[CH:21]=[CH2:22])[cH:5][cH:6][cH:7]1.[Cl:29][C:30]([C:31]([Cl:32])=[O:33])=[O:34].[ClH:40].[OH:35][CH2:36][CH:37]([OH:38])[CH3:39].[cH:23]1[cH:24][cH:25][n:26][cH:27][cH:28]1>>[Cl:1][c:2]1[cH:3][c:4]([CH:8]([CH:9]([c:10]2[cH:11][cH:12][c:13]([Cl:16])[cH:14][cH:15]2)[NH2:17])[CH:21]=[CH2:22])[cH:5][cH:6][cH:7]1.